Dataset: the Open Reaction Database (ORD), a public repository of structured organic reaction records. Task: describe an organic reaction: reactants, conditions, products, and yield Starting materials: C1(=CC=C(C=C1)S(=O)(=O)Cl)C (4-toluenesulfonyl chloride), CC1(OC2=CC=CC=C2CC1CCO)C (2,2-dimethyl-3-(2-hydroxyethyl)-chroman). The solvent is N1=CC=CC=C1 (pyridine). Run at time 4 hour. Yields the product CC1(OC2=CC=CC=C2CC1CCOS(=O)(=O)C1=CC=C(C=C1)C)C (2,2-dimethyl-3-[2-(4-toluenesulfonyloxy)-ethyl]-chroman). RXN SMILES: [C:1]1([CH3:11])[CH:6]=[CH:5][C:4]([S:7](Cl)(=[O:9])=[O:8])=[CH:3][CH:2]=1.[CH3:12][C:13]1([CH3:26])[CH:22]([CH2:23][CH2:24][OH:25])[CH2:21][C:20]2[C:15](=[CH:16][CH:17]=[CH:18][CH:19]=2)[O:14]1>N1C=CC=CC=1>[CH3:12][C:13]1([CH3:26])[CH:22]([CH2:23][CH2:24][O:25][S:7]([C:4]2[CH:5]=[CH:6][C:1]([CH3:11])=[CH:2][CH:3]=2)(=[O:9])=[O:8])[CH2:21][C:20]2[C:15](=[CH:16][CH:17]=[CH:18][CH:19]=2)[O:14]1. Procedure details: 38 g (0.2 mol) of 4-toluenesulfonyl chloride are added at room temperature, while stirring, to a solution of 37.1 g (0.18 mol) of 2,2-dimethyl-3-(2-hydroxyethyl)-chroman in 150 ml of pyridine, the slightly exothermic reaction being maintained at room temperature with an ice bath. The mixture is then stirred for 4 hours at room temperature. The reaction mixture is then poured onto ice-water and extracted with diethyl ether. The combined ethereal phases are washed three times using 150 ml of citri...